Task: describe an organic reaction: reactants, conditions, products, and yield. Dataset: the Open Reaction Database (ORD), a public repository of structured organic reaction records Starting materials: CSCC(CC(=O)OC(C)(C)C)=O (tert-butyl 4-(methylthio)-3-oxobutanoate), C([O-])([O-])=O.[K+].[K+] (potassium carbonate), ICCCCC(=O)OCC (ethyl 5-iodopentanoate). Solvent: CN(C=O)C (dimethylformamide). Run at time 15 hour. Yields the product CSCC(=O)C(C(=O)OC(C)(C)C)CCCCC(=O)OCC (1-tert-butyl 7-ethyl 2-[(methylthio)acetyl]heptanedioate). Yield: 72.3%. As a reaction SMILES: [CH3:1][S:2][CH2:3][C:4](=[O:13])[CH2:5][C:6]([O:8][C:9]([CH3:12])([CH3:11])[CH3:10])=[O:7].C(=O)([O-])[O-].[K+].[K+].I[CH2:21][CH2:22][CH2:23][CH2:24][C:25]([O:27][CH2:28][CH3:29])=[O:26]>CN(C)C=O>[CH3:1][S:2][CH2:3][C:4]([CH:5]([CH2:21][CH2:22][CH2:23][CH2:24][C:25]([O:27][CH2:28][CH3:29])=[O:26])[C:6]([O:8][C:9]([CH3:10])([CH3:12])[CH3:11])=[O:7])=[O:13] |f:1.2.3|. Reported procedure: To a solution of tert-butyl 4-(methylthio)-3-oxobutanoate (5.00 g) and potassium carbonate (3.72 g) in dimethylformamide (25 mL) was added ethyl 5-iodopentanoate (6.89 g) and the mixture was stirred at ambient temperature for 15 hours. The mixture was partitioned between ethyl acetate and water. The organic layer was separated, washed with water and brine, dried over magnesium sulfate, and evaporated in vacuo. The residue was purified by silica gel column chromatography eluting with a mixture of... Starting materials: C(C)OC(C(C(C(=C)CCCC)O)NC=O)=O (2-formylamino-3-hydroxy-4-butyl-4-pentenoic acid ethyl ester), S(=O)(Br)Br (thionyl bromide), P(OC)(OC)OC (trimethyl phosphite), C(C)OC(C(C(C(=C)CCCC)O)NC=O)=O (2-formylamino-3-hydroxy-4-butyl-4-pentenoic acid ethyl ester). The product is C(C)OC(C(\C=C(\CP(=O)(OC)OC)/CCCC)NC=O)=O (E-2-formylamino-4-butyl-5-dimethylphosphono-3-pentenoic acid ethyl ester). Reaction SMILES: [CH2:1]([O:3][C:4](=[O:17])[CH:5]([NH:14][CH:15]=[O:16])[CH:6](O)[C:7]([CH2:9][CH2:10][CH2:11][CH3:12])=[CH2:8])[CH3:2].S(Br)(Br)=O.[P:22]([O:27]C)([O:25][CH3:26])[O:23][CH3:24]>>[CH2:1]([O:3][C:4](=[O:17])[CH:5]([NH:14][CH:15]=[O:16])/[CH:6]=[C:7](\[CH2:9][CH2:10][CH2:11][CH3:12])/[CH2:8][P:22]([O:25][CH3:26])([O:23][CH3:24])=[O:27])[CH3:2]. Procedure: The starting material is manufactured as follows: Reaction of 2-methylene-hexanal with isocyanoacetic acid ethyl ester analogously to Example 1 yields 5-(hexen-2-yl)-2-oxazoline-4-carboxylic acid ethyl ester,which is hydrolysed in a manner analogous to that described in Example 15 to 2-formylamino-3-hydroxy-4-butyl-4-pentenoic acid ethyl ester. Reaction of the 2-formylamino-3-hydroxy-4-butyl-4-pentenoic acid ethyl ester with thionyl bromide and subsequent treatment with trimethyl phosphite analo... Starting materials: [O-]P(=O)([O-])[O-].[K+].[K+].[K+] (K3PO4), C(CO)O (ethylene glycol), C(CCCCC)N (hexylamine), IC1=CC=CC=C1 (iodobenzene). Reagents/catalysts: [Cu]I (copper(I) iodide). Run in CC(C)O (2-propanol), CCCCCC.C(C)(=O)OCC (hexane ethyl acetate). Product: C1(=CC=CC=C1)CCCCCCN (N-(phenyl)hexylamine). Isolated yield 85.7%. Reaction SMILES: [O-]P([O-])([O-])=O.[K+].[K+].[K+].[CH2:9]([NH2:15])[CH2:10][CH2:11][CH2:12][CH2:13][CH3:14].I[C:17]1[CH:22]=[CH:21][CH:20]=[CH:19][CH:18]=1.C(O)CO>[Cu]I.CCCCCC.C(OCC)(=O)C.CC(O)C>[C:17]1([CH2:14][CH2:13][CH2:12][CH2:11][CH2:10][CH2:9][NH2:15])[CH:22]=[CH:21][CH:20]=[CH:19][CH:18]=1 |f:0.1.2.3,8.9|. Procedure details: The general procedure under argon or air was followed using copper(I) iodide (10 mg, 0.05 mmol or 2.0 mg, 0.01 mmol), K3PO4 (425 mg, 2.00 mmol), hexylamine (159 μL, 1.20 mmol), iodobenzene (112 μL, 1.00 mmol), ethylene glycol (111 μL, 2.00 mmol) and 2-propanol (1.0 mL). Column chromatography using a solvent mixture (hexane/ethyl acetate=20/1, Rf=0.5) afforded N-(phenyl)hexylamine (152 mg, 86% isolated yield) as colorless liquid. The spectral data (1H NMR) matched with the literature references a...